This data is from the Open Reaction Database (ORD), a public repository of structured organic reaction records. The task is: describe an organic reaction: reactants, conditions, products, and yield Reactants: CCOC(=O)c1cc([N+](=O)[O-])ccc1OC1CCN(C(=O)OC(C)(C)C)CC1, CO. Product: CCOC(=O)c1cc(N)ccc1OC1CCN(C(=O)OC(C)(C)C)CC1. Reaction SMILES: [C:1]([CH3:2])([CH3:3])([CH3:4])[O:5][C:6](=[O:7])[N:8]1[CH2:9][CH2:10][CH:11]([O:14][c:15]2[c:16]([C:24](=[O:25])[O:26][CH2:27][CH3:28])[cH:17][c:18]([N+:21]([O-:22])=[O:23])[cH:19][cH:20]2)[CH2:12][CH2:13]1.[CH3:29][OH:30]>>[C:1]([CH3:2])([CH3:3])([CH3:4])[O:5][C:6](=[O:7])[N:8]1[CH2:9][CH2:10][CH:11]([O:14][c:15]2[c:16]([C:24](=[O:25])[O:26][CH2:27][CH3:28])[cH:17][c:18]([NH2:21])[cH:19][cH:20]2)[CH2:12][CH2:13]1. Reactants: O (water), BrC1=C(C=CC=C1)O (2-bromophenol), C(C1=CC=CC=C1)Br (benzyl bromide), C([O-])([O-])=O.[K+].[K+] (potassium carbonate). The solvent is CN(C=O)C (N,N-dimethylformamide). Reaction conditions: time 72 hour. Yields the product C(C1=CC=CC=C1)OC1=C(C=CC=C1)Br (2-(Benzyloxy)bromobenzene). The yield is 19.1%. As a reaction SMILES: [Br:1][C:2]1[CH:7]=[CH:6][CH:5]=[CH:4][C:3]=1[OH:8].[CH2:9](Br)[C:10]1[CH:15]=[CH:14][CH:13]=[CH:12][CH:11]=1.C(=O)([O-])[O-].[K+].[K+].O>CN(C)C=O>[CH2:9]([O:8][C:3]1[CH:4]=[CH:5][CH:6]=[CH:7][C:2]=1[Br:1])[C:10]1[CH:15]=[CH:14][CH:13]=[CH:12][CH:11]=1 |f:2.3.4|. Reported procedure: A mixture of 2-bromophenol (10 g, 57.8 mmol), benzyl bromide (27.5 ml, 0.23 mol) and potassium carbonate (64 g, 0.462 mol) in N,N-dimethylformamide (70 ml) was stirred at room temperature for 72 hours. The suspension was poured into water (500 ml) and extracted with ethyl acetate (2×300 ml). The combined organic fractions were washed with water (300 ml), dried (Na2SO4) and the solvent was evaporated under reduced pressure. The residue was purified by flash column chromatography on silica gel, el... Starting materials: C([O-])([O-])=O.[Na+].[Na+] (sodium carbonate), BrC1=CC=C(C=C1)[C@H](C)NC1=NC(=CN=C1)Cl (N-[(1S)-1-(4-bromophenyl)ethyl]-6-chloropyrazin-2-amine), B1(OCCCO1)C2=CN=CC=C2 (pyridine-3-boronic acid 1,3-propanediol cyclic ester), C1(=CC=CC=C1)C (toluene). The reagents and catalysts are C=1C=CC(=CC1)[P](C=2C=CC=CC2)(C=3C=CC=CC3)[Pd]([P](C=4C=CC=CC4)(C=5C=CC=CC5)C=6C=CC=CC6)([P](C=7C=CC=CC7)(C=8C=CC=CC8)C=9C=CC=CC9)[P](C=1C=CC=CC1)(C=1C=CC=CC1)C=1C=CC=CC1 (tetrakis(triphenylphosphine)palladium(0)). The solvent is CO (methanol), ClCCl (dichloromethane). The product is ClC1=CN=CC(=N1)N[C@@H](C)C1=CC=C(C=C1)C=1C=NC=CC1 (6-Chloro-N-[(1S)-1-(4-pyridin-3-ylphenyl)ethy]pyrazin-2-amine). As a reaction SMILES: Br[C:2]1[CH:7]=[CH:6][C:5]([C@@H:8]([NH:10][C:11]2[CH:16]=[N:15][CH:14]=[C:13]([Cl:17])[N:12]=2)[CH3:9])=[CH:4][CH:3]=1.B1([C:24]2[CH:29]=[CH:28][CH:27]=[N:26][CH:25]=2)OCCCO1.C1(C)C=CC=CC=1.C(=O)([O-])[O-].[Na+].[Na+]>CO.ClCCl.C1C=CC([P]([Pd]([P](C2C=CC=CC=2)(C2C=CC=CC=2)C2C=CC=CC=2)([P](C2C=CC=CC=2)(C2C=CC=CC=2)C2C=CC=CC=2)[P](C2C=CC=CC=2)(C2C=CC=CC=2)C2C=CC=CC=2)(C2C=CC=CC=2)C2C=CC=CC=2)=CC=1>[Cl:17][C:13]1[N:12]=[C:11]([NH:10][C@H:8]([C:5]2[CH:6]=[CH:7][C:2]([C:24]3[CH:25]=[N:26][CH:27]=[CH:28][CH:29]=3)=[CH:3][CH:4]=2)[CH3:9])[CH:16]=[N:15][CH:14]=1 |f:3.4.5,^1:51,53,72,91|. Procedure details: Under a nitrogen atmosphere a mixture of N-[(1S)-1-(4-bromophenyl)ethyl]-6-chloropyrazin-2-amine (0.117 g, 0.37 mmol), pyridine-3-boronic acid 1,3-propanediol cyclic ester (67 mg, 0.41 mmol), tetrakis(triphenylphosphine)palladium(0) (65 mg, 0.06 mmol) and toluene (4 mL) was treated with 2M aqueous sodium carbonate solution (0.2 mL). The resulting mixture was stirred vigorously whilst being heated under reflux for 24 hours. Upon cooling, the solution was diluted with methanol and dichloromethane ... Reactants: C1(CC1)CCOC1=NC(=C2N=C(N(C2=N1)CCC1OCCC1)OC)N (2-[(2-cyclopropylethyl)oxy]-8-(methyloxy)-9-[2-(tetrahydro-2-furanyl)ethyl]-9H-purin-6-amine), Cl (HCl), O1CCOCC1 (1,4 dioxane). The solvent is CO (methanol), CO (methanol). Conditions: time 16 hour. The product is NC1=C2NC(N(C2=NC(=N1)OCCC1CC1)CCC1OCCC1)=O (6-Amino-2-[(2-cyclopropylethyl)oxy]-9-[2-(tetrahydro-2-furanyl)ethyl]-7,9-dihydro-8H-Purin-8-one). Isolated yield 48.6%. Reaction SMILES: [CH:1]1([CH2:4][CH2:5][O:6][C:7]2[N:15]=[C:14]3[C:10]([N:11]=[C:12]([O:23]C)[N:13]3[CH2:16][CH2:17][CH:18]3[CH2:22][CH2:21][CH2:20][O:19]3)=[C:9]([NH2:25])[N:8]=2)[CH2:3][CH2:2]1.Cl.O1CCOCC1>CO>[NH2:25][C:9]1[N:8]=[C:7]([O:6][CH2:5][CH2:4][CH:1]2[CH2:2][CH2:3]2)[N:15]=[C:14]2[C:10]=1[NH:11][C:12](=[O:23])[N:13]2[CH2:16][CH2:17][CH:18]1[CH2:22][CH2:21][CH2:20][O:19]1. Procedure: To a solution of 2-[(2-cyclopropylethyl)oxy]-8-(methyloxy)-9-[2-(tetrahydro-2-furanyl)ethyl]-9H-purin-6-amine (88 mg, 0.253 mmol) in methanol (10 ml) at room temperature was added 4M HCl in 1,4 dioxane (2.106 ml, 8.42 mmol) to give a pale straw coloured solution. The reaction mixture was stirred at ambient temperature overnight (16 hours) and then loaded in methanol onto a 5 g aminopropyl SPE cartridge and eluted with methanol. The filtrate was evaporated on a nitrogen blowdown unit to give the ... The reactants are CON(C(CC1CCCC1)=O)C (N-Methoxy-N-Methyl Cyclopentaneacetamide), OS(=O)(=O)[O-].[K+] (KHSO4), BrC1=CC=C(C=C1)C1OCCO1 (2-(4-Bromophenyl) Dioxolane), C(C)(C)(C)[Li] (Tert.butyl lithium). The solvent is C1CCOC1 (THF), C1CCOC1 (THF). Conditions: temperature -75 celsius. The product is C1(CCCC1)CC(=O)C1=CC=C(C=C1)C1OCCO1 (2-Cyclopentyl-1-[4-(2-Dioxolanyl)Phenyl]Ethanone). RXN SMILES: Br[C:2]1[CH:7]=[CH:6][C:5]([CH:8]2[O:12][CH2:11][CH2:10][O:9]2)=[CH:4][CH:3]=1.C([Li])(C)(C)C.CON(C)[C:21](=[O:28])[CH2:22][CH:23]1[CH2:27][CH2:26][CH2:25][CH2:24]1.OS([O-])(=O)=O.[K+]>C1COCC1>[CH:23]1([CH2:22][C:21]([C:2]2[CH:7]=[CH:6][C:5]([CH:8]3[O:12][CH2:11][CH2:10][O:9]3)=[CH:4][CH:3]=2)=[O:28])[CH2:27][CH2:26][CH2:25][CH2:24]1 |f:3.4|. Reported procedure: 2-(4-Bromophenyl)dioxolane from Example C (7 g, 0.03 mole) was dissolved in 75 mls of THF and cooled to -75° C. under argon. Tert.butyl lithium (29 ml of 1.7M solution in hexane) was added slowly at -76° C. maintaining the temperature such that it never rose above -40° C. After addition was complete, the solution was recooled to -78° C. and 4.2 g, 0.024 moles) of the product of Example B was added in THF. After completion of the addition, the solution was allowed to warm to 0° C., poured into 0.... Starting materials: CN1C=C(C2=CC=CC=C12)CCN (2-(1-methyl-1H-indol-3-yl)ethanamine), CS(=O)C (DMSO), Cl (hydrochloric acid). Conditions: time 16 hour. Yields the product Cl.NCCC1C(N(C2=CC=CC=C12)C)=O (3-(2-Aminoethyl)-1-methylindolin-2-one hydrochloride). The yield is 45.0%. Reaction SMILES: [CH3:1][N:2]1[C:10]2[C:5](=[CH:6][CH:7]=[CH:8][CH:9]=2)[C:4]([CH2:11][CH2:12][NH2:13])=[CH:3]1.CS(C)=[O:16].[ClH:18]>>[ClH:18].[NH2:13][CH2:12][CH2:11][CH:4]1[C:5]2[C:10](=[CH:9][CH:8]=[CH:7][CH:6]=2)[N:2]([CH3:1])[C:3]1=[O:16] |f:3.4|. Procedure details: To a solution of 2-(1-methyl-1H-indol-3-yl)ethanamine (2.5 g cude) in DMSO (1.33 g, 17.0 mmol) was added concentrated hydrochloric acid (1.2 mL) slowly. The resulting reaction mixture was stirred at room temperature in a sealed reactor for 16 h. The reaction mixture was concentrated and the residue was purified by preparative HPLC to afford the title compound (1.5 g, 6.59 mmol, 45% yield over two steps) as a yellow solid. MS (ESI) m/z 191.1 [M+H]+. Reactants: CC(=O)Cl, CC(C)CN(C(CO)CCCCNC(=O)C(N)Cc1ccc2ccccc2c1)S(=O)(=O)c1ccc(F)c(N)c1. The product is CC(=O)NC(Cc1ccc2ccccc2c1)C(=O)NCCCCC(CO)N(CC(C)C)S(=O)(=O)c1ccc(F)c(N)c1. As a reaction SMILES: [CH3:40][C:41]([Cl:42])=[O:43].[NH2:1][CH:2]([C:3](=[O:4])[NH:5][CH2:6][CH2:7][CH2:8][CH2:9][CH:10]([CH2:11][OH:12])[N:13]([CH2:14][CH:15]([CH3:16])[CH3:17])[S:18](=[O:19])(=[O:20])[c:21]1[cH:22][c:23]([NH2:28])[c:24]([F:27])[cH:25][cH:26]1)[CH2:29][c:30]1[cH:31][c:32]2[cH:33][cH:34][cH:35][cH:36][c:37]2[cH:38][cH:39]1>>[NH:1]([CH:2]([C:3](=[O:4])[NH:5][CH2:6][CH2:7][CH2:8][CH2:9][CH:10]([CH2:11][OH:12])[N:13]([CH2:14][CH:15]([CH3:16])[CH3:17])[S:18](=[O:19])(=[O:20])[c:21]1[cH:22][c:23]([NH2:28])[c:24]([F:27])[cH:25][cH:26]1)[CH2:29][c:30]1[cH:31][c:32]2[cH:33][cH:34][cH:35][cH:36][c:37]2[cH:38][cH:39]1)[C:41]([CH3:40])=[O:43]. Reactants: ClC1=C(C=CC=C1)C1=CC=2N(C=3C=CC(=CC3C2C2=C1C(NC2=O)=O)O)CCC#N (3-(4-(2-Chlorophenyl)-9-Hydroxy-1,3-dioxo-2,3-dihydropyrrolo[3,4-c]carbazol-6 (1H)-yl)propanenitrile), N(=[N+]=[N-])[Sn](C)(C)C (azidotrimethyl tin), N(=[N+]=[N-])[Sn](C)(C)C (azidotrimethyl tin). The solvent is C1(=CC=CC=C1)C.CN(C=O)C (toluene dimethylformamide), O (water), C(C)(=O)OCC (ethyl acetate). Product: ClC1=C(C=CC=C1)C1=CC=2N(C=3C=CC(=CC3C2C2=C1C(NC2=O)=O)O)CCC2=NN=NN2 (4-(2-Chlorophenyl)-9-hydroxy-6-[2-(1H-tetraazol-5-yl)ethyl]pyrrolo[3,4-c]carbazole-1,3(2H,6H)-dione). Yield: 72.2%. RXN SMILES: [Cl:1][C:2]1[CH:7]=[CH:6][CH:5]=[CH:4][C:3]=1[C:8]1[C:20]2[C:21](=[O:25])[NH:22][C:23](=[O:24])[C:19]=2[C:18]2[C:17]3[CH:16]=[C:15]([OH:26])[CH:14]=[CH:13][C:12]=3[N:11]([CH2:27][CH2:28][C:29]#[N:30])[C:10]=2[CH:9]=1.[N:31]([Sn](C)(C)C)=[N+:32]=[N-:33]>C1(C)C=CC=CC=1.CN(C)C=O.O.C(OCC)(=O)C>[Cl:1][C:2]1[CH:7]=[CH:6][CH:5]=[CH:4][C:3]=1[C:8]1[C:20]2[C:21](=[O:25])[NH:22][C:23](=[O:24])[C:19]=2[C:18]2[C:17]3[CH:16]=[C:15]([OH:26])[CH:14]=[CH:13][C:12]=3[N:11]([CH2:27][CH2:28][C:29]3[NH:33][N:32]=[N:31][N:30]=3)[C:10]=2[CH:9]=1 |f:2.3|. Reported procedure: To a solution of nitrile (238) (0.68 g, 1.63 mmol) prepared as described in example 98 in toluene/dimethylformamide (5:1, 120 mL) was added azidotrimethyl tin (0.67 g, 3.26 mmol). The resulting solution was heated at reflux for 24 hours before a further portion of azidotrimethyl tin (0.34 g, 1.63 mmol) was added. After a further 24 hours at reflux the reaction was diluted with water and extraction with ethyl acetate. The organic phase was dried, the drying agent was removed and the solution was ...